This data is from the Open Reaction Database (ORD), a public repository of structured organic reaction records. The task is: describe an organic reaction: reactants, conditions, products, and yield Starting materials: C(CC)#N (propionitrile), NC1=C(C#N)C=C(C=N1)Br (2-amino-5-bromo-nicotinonitrile), CN(C(C=C)=O)CC=1N(C2=CC=CC=C2C1)C (N-methyl-N-(1-methyl-1H-indol-2-ylmethyl)-acrylamide), C(C)(C)N(CC)C(C)C (diisopropyl-ethylamine), Cl (HCl), Cl (HCl), CC1=C(C=CC=C1)P(C2=C(C=CC=C2)C)C3=C(C=CC=C3)C (P(o-Tol)3). The reagents and catalysts are CC(=O)[O-].CC(=O)[O-].[Pd+2] (Pd(OAc)2). Run at temperature 100 celsius, time 6 hour. The product is NC1=C(C=C(C=N1)/C=C/C(=O)N(CC=1N(C2=CC=CC=C2C1)C)C)C#N ((E)-3-(6-amino-5-cyano-pyridin-3-yl)-N-methyl-N-(1-methyl-1H-indol-2-ylmethyl)-acrylamide). Isolated yield 46.9%. Reaction SMILES: C(#N)CC.[NH2:5][C:6]1[N:13]=[CH:12][C:11](Br)=[CH:10][C:7]=1[C:8]#[N:9].[CH3:15][N:16]([CH2:21][C:22]1[N:23]([CH3:31])[C:24]2[C:29]([CH:30]=1)=[CH:28][CH:27]=[CH:26][CH:25]=2)[C:17](=[O:20])[CH:18]=[CH2:19].C(N(C(C)C)CC)(C)C.CC1C=CC=CC=1P(C1C=CC=CC=1C)C1C=CC=CC=1C.Cl>CC([O-])=O.CC([O-])=O.[Pd+2]>[NH2:5][C:6]1[N:13]=[CH:12][C:11](/[CH:19]=[CH:18]/[C:17]([N:16]([CH3:15])[CH2:21][C:22]2[N:23]([CH3:31])[C:24]3[C:29]([CH:30]=2)=[CH:28][CH:27]=[CH:26][CH:25]=3)=[O:20])=[CH:10][C:7]=1[C:8]#[N:9] |f:6.7.8|. Procedure: A propionitrile (15 mL) solution of 2-amino-5-bromo-nicotinonitrile (198 mg, 1 mmol), N-methyl-N-(1-methyl-1H-indol-2-ylmethyl)-acrylamide (457 mg, 2 mmol) and diisopropyl-ethylamine (523 μL, 3 mmol) was purged with Argon for 10 min. Pd(OAc)2 (23 mg, 0.1 mmol) and P(o-Tol)3 (61 mg, 0.2 mmol) was added and the Argon purge was repeated. The mixture was heated to 100° C. and stirred for 6 hr under Argon. Upon cooling, solvents were removed under vacuo and the residue was purified by Flash chromatog... Starting materials: 9A, C(CC)C1CCC(C(N1)C1=CC=CC=C1)N (6-propyl-2-phenyl-piperidin-3-ylamine), C(CC)[C@H]1CC[C@@H]([C@@H](N1)C1=CC=CC=C1)N ((2S,3S,6S)-6-propyl-2-phenyl-piperidin-3-ylamine), C(CC)[C@@H]1CC[C@H]([C@H](N1)C1=CC=CC=C1)N ((2R,3R,6R)-6-propyl-2-phenyl-piperidin-3-ylamine), COC=1C=C2CCC(N(C2=CC1C=O)C)=O (6-Methoxy-1-methyl-2-oxo-1,2,3,4-tetrahydro-quinoline-7-carbaldehyde). Product: COC=1C=C2CCC(N(C2=CC1CNC1C(NC(CC1)CCC)C1=CC=CC=C1)C)=O (6-Methoxy-1-methyl-7-[(2-phenyl-6-propyl-piperidin-3-ylamino)-methyl]-3,4-dihydro-1H-quinolin-2-one). Reaction SMILES: [CH2:1]([CH:4]1[NH:9][CH:8]([C:10]2[CH:15]=[CH:14][CH:13]=[CH:12][CH:11]=2)[CH:7]([NH2:16])[CH2:6][CH2:5]1)[CH2:2][CH3:3].C([C@@H]1N[C@@H](C2C=CC=CC=2)[C@@H](N)CC1)CC.C([C@H]1N[C@H](C2C=CC=CC=2)[C@H](N)CC1)CC.[CH3:49][O:50][C:51]1[CH:52]=[C:53]2[C:58](=[CH:59][C:60]=1[CH:61]=O)[N:57]([CH3:63])[C:56](=[O:64])[CH2:55][CH2:54]2>>[CH3:49][O:50][C:51]1[CH:52]=[C:53]2[C:58](=[CH:59][C:60]=1[CH2:61][NH:16][CH:7]1[CH2:6][CH2:5][CH:4]([CH2:1][CH2:2][CH3:3])[NH:9][CH:8]1[C:10]1[CH:15]=[CH:14][CH:13]=[CH:12][CH:11]=1)[N:57]([CH3:63])[C:56](=[O:64])[CH2:55][CH2:54]2. Reported procedure: By a procedure similar to the previous examples 9 and 9A: prepared through the reaction of 6-propyl-2-phenyl-piperidin-3-ylamine [or (2S,3S,6S)-6-propyl-2-phenyl-piperidin-3-ylamine or (2R,3R,6R)-6-propyl-2-phenyl-piperidin-3-ylamine] with 6-Methoxy-1-methyl-2-oxo-1,2,3,4-tetrahydro-quinoline-7-carbaldehyde. Starting materials: NC1=NC(=NC2=NC=C(N=C12)C)COCC (4-amino-2-ethoxymethyl-6-methylpteridine), C(C)(=O)O (acetic acid). The solvent is [OH-].[Na+] (sodium hydroxide), [OH-].[Na+] (sodium hydroxide). Conditions: time 1 hour. Yields the product C(C)OCC1=NC2=NC=C(N=C2C(N1)=O)C (2-Ethoxymethyl-6-methyl-4(3H)-pteridinone). Reaction SMILES: N[C:2]1[C:11]2[C:6](=[N:7][CH:8]=[C:9]([CH3:12])[N:10]=2)[N:5]=[C:4]([CH2:13][O:14][CH2:15][CH3:16])[N:3]=1.C(O)(=[O:19])C>[OH-].[Na+]>[CH2:15]([O:14][CH2:13][C:4]1[NH:3][C:2](=[O:19])[C:11]2[C:6](=[N:7][CH:8]=[C:9]([CH3:12])[N:10]=2)[N:5]=1)[CH3:16] |f:2.3|. Procedure: A suspension of 7.4 g (0.0338 mole) of 4-amino-2-ethoxymethyl-6-methylpteridine in 148 ml of 5% aqueous sodium hydroxide is brought slowly to 85° C. and maintained at this temperature for 2 hours. A further 592 ml of 5% aqueous sodium hydroxide are then added and heating is continued at 85° C for 1 hour. After cooling, the solution obtained is acidified with acetic acid to pH 5.5, and is then extracted with dichloromethane. The organic extracts are dried over sodium sulphate and concentrated to ... Reactants: ClC1=CC=C(C=C1)S(=O)(=O)NC(C(=O)NCCCCCC(=O)OC)COC=1C=NC=CC1 ((RS)-2-(4-chlorobenzenesulfonylamino)-N-(5-methoxycarbonylpentyl)-3-(pyridin-3-yloxy)propanamide), Cl (HCl). The product is Cl.C(=O)(O)CCCCCNC(C(COC=1C=NC=CC1)NS(=O)(=O)C1=CC=C(C=C1)Cl)=O ((RS)-N-(5-carboxypentyl)-2-(4-chlorobenzenesulfonylamino)-3-(pyridin-3-yloxy)propanamide hydrochloride). Yield: 125.9%. As a reaction SMILES: [Cl:1][C:2]1[CH:7]=[CH:6][C:5]([S:8]([NH:11][CH:12]([CH2:25][O:26][C:27]2[CH:28]=[N:29][CH:30]=[CH:31][CH:32]=2)[C:13]([NH:15][CH2:16][CH2:17][CH2:18][CH2:19][CH2:20][C:21]([O:23]C)=[O:22])=[O:14])(=[O:10])=[O:9])=[CH:4][CH:3]=1.Cl>>[ClH:1].[C:21]([CH2:20][CH2:19][CH2:18][CH2:17][CH2:16][NH:15][C:13](=[O:14])[CH:12]([NH:11][S:8]([C:5]1[CH:4]=[CH:3][C:2]([Cl:1])=[CH:7][CH:6]=1)(=[O:10])=[O:9])[CH2:25][O:26][C:27]1[CH:28]=[N:29][CH:30]=[CH:31][CH:32]=1)([OH:23])=[O:22] |f:2.3|. Procedure: The procedure described in Example 115 was repeated, except that (RS)-2-(4-chlorobenzenesulfonylamino)-N-(5-methoxycarbonylpentyl)-3-(pyridin-3-yloxy)propanamide (46.6 mg) was hydrolyzed, and then reacted with HCl to obtain (RS)-N-(5-carboxypentyl)-2-(4-chlorobenzenesulfonylamino)-3-(pyridin-3-yloxy)propanamide hydrochloride (30.7 mg). Run in C(C)OCC (diethyl ether), O (water). As a reaction SMILES: [NH2:1][C:2]1[CH:3]=[C:4](B(O)O)[CH:5]=[C:6]([C:8]([O:10][CH3:11])=[O:9])[CH:7]=1.[Br:15][C:16]1[CH:21]=[CH:20][CH:19]=[CH:18][C:17]=1Br.C(=O)([O-])[O-].[K+].[K+].C1(C)C=CC=CC=1.C(O)C>C(OCC)C.O.C1C=CC([P]([Pd]([P](C2C=CC=CC=2)(C2C=CC=CC=2)C2C=CC=CC=2)([P](C2C=CC=CC=2)(C2C=CC=CC=2)C2C=CC=CC=2)[P](C2C=CC=CC=2)(C2C=CC=CC=2)C2C=CC=CC=2)(C2C=CC=CC=2)C2C=CC=CC=2)=CC=1>[CH3:11][O:10][C:8]([C:6]1[CH:5]=[C:4]([C:17]2[CH:18]=[CH:19][CH:20]=[CH:21][C:16]=2[Br:15])[CH:3]=[C:2]([NH2:1])[CH:7]=1)=[O:9] |f:2.3.4,5.6,^1:48,50,69,88|. Reaction conditions: temperature 90 celsius. Reactants: NC=1C=C(C=C(C1)C(=O)OC)B(O)O ((3-amino-5-methoxycarbonylphenyl)boronic acid), BrC1=C(C=CC=C1)Br (1,2-dibromobenzene), C([O-])([O-])=O.[K+].[K+] (potassium carbonate), C1(=CC=CC=C1)C.C(C)O (toluene ethanol). Reported procedure: A mixture of (3-amino-5-methoxycarbonylphenyl)boronic acid (1.02 g, 5.23 mmol), 1,2-dibromobenzene (2.47 g, 10.46 mmol), potassium carbonate (5.52 g, 40 mmol) and tetrakis(triphenylphosphine)palladium(0) (606 mg, 0.523 mmol) in 1:1 toluene/ethanol (30 ml) was stirred and heated at 90° C. under nitrogen for 2 hours. After cooling the mixture was diluted with diethyl ether and water and the organic phase dried (MgSO4) and evaporated to dryness. The residue was purified using Biotage with ethyl ace... Product: COC(=O)C=1C=C(C=C(C1)N)C1=C(C=CC=C1)Br (5-Amino-2′-bromobiphenyl-3-carboxylic acid methyl ester). Reagents/catalysts: C=1C=CC(=CC1)[P](C=2C=CC=CC2)(C=3C=CC=CC3)[Pd]([P](C=4C=CC=CC4)(C=5C=CC=CC5)C=6C=CC=CC6)([P](C=7C=CC=CC7)(C=8C=CC=CC8)C=9C=CC=CC9)[P](C=1C=CC=CC1)(C=1C=CC=CC1)C=1C=CC=CC1 (tetrakis(triphenylphosphine)palladium(0)). Yield: 75.6%.